Dataset: the Open Reaction Database (ORD), a public repository of structured organic reaction records. Task: describe an organic reaction: reactants, conditions, products, and yield The reactants are Cl.NO (hydroxylamine hydrochloride), Cl.NO (hydroxylamine hydrochloride), C(C(C)(C)C)(=O)CC#N (pivalyl acetonitrile). Yields the product NC1=NOC(=C1)C(C)(C)C (3-amino-5-(t-butyl)isoxazole). RXN SMILES: Cl.[NH2:2]O.[C:4]([CH2:10][C:11]#[N:12])(=[O:9])[C:5]([CH3:8])([CH3:7])[CH3:6]>>[NH2:12][C:11]1[CH:10]=[C:4]([C:5]([CH3:8])([CH3:7])[CH3:6])[O:9][N:2]=1 |f:0.1|. Procedure details: In adding the hydroxylamine hydrochloride to the reaction mixture, it appears that a quick addition is preferable. Best results appear to be obtained by adding an aqueous solution of the hydroxylamine hydrochloride to the basic solution of the pivalyl acetonitrile, and then, within the first 15 to 30 minutes, adjusting the pH to within the range of from about 5.0 to about 8.0, preferably from about 6.0 to about 7.0, with the pH range of choice being pH about 6.2 to about 6.5. This careful contro... Starting materials: COc1ccccc1OC(F)(F)C(F)(F)Br, CC(=O)O, O. Product: Oc1ccccc1OC(F)(F)C(F)(F)Br. Reaction SMILES: [Br:1][C:2]([C:3]([O:4][c:5]1[c:6]([O:11][CH3:12])[cH:7][cH:8][cH:9][cH:10]1)([F:13])[F:14])([F:15])[F:16].[CH3:17][C:18](=[O:19])[OH:20].[OH2:21]>>[Br:1][C:2]([C:3]([O:4][c:5]1[c:6]([OH:11])[cH:7][cH:8][cH:9][cH:10]1)([F:13])[F:14])([F:15])[F:16]. The reactants are C(CC(=O)C)(=O)OCCCOC1=CC=C(C=C1)CCOC1OCCCC1 (3-(4-[2-(tetrahydropyran-2-yloxy)ethyl]phenoxy)propyl acetoacetate), N\C(=C/C(=O)OC)\C (methyl β-aminocrotonate), [N+](=O)([O-])C=1C=C(C=O)C=CC1 (3-nitrobenzaldehyde). Product: CC=1NC(=C(C(C1C(=O)OC)C1=CC(=CC=C1)[N+](=O)[O-])C(=O)OCCCOC1=CC=C(C=C1)CCOC1OCCCC1)C (2,6-dimethyl-3-carbomethoxy-4-(3-nitrophenyl)-5-(3-[4-(2-tetrahydropyran-2-yloxyethyl)phenoxy]propoxycarbonyl)-1,4-dihydropyridine). Reaction SMILES: [C:1]([O:7][CH2:8][CH2:9][CH2:10][O:11][C:12]1[CH:17]=[CH:16][C:15]([CH2:18][CH2:19][O:20][CH:21]2[CH2:26][CH2:25][CH2:24][CH2:23][O:22]2)=[CH:14][CH:13]=1)(=[O:6])[CH2:2][C:3]([CH3:5])=O.[NH2:27]/[C:28](/[CH3:34])=[CH:29]\[C:30]([O:32][CH3:33])=[O:31].[N+:35]([C:38]1[CH:39]=[C:40]([CH:43]=[CH:44][CH:45]=1)[CH:41]=O)([O-:37])=[O:36]>>[CH3:34][C:28]1[NH:27][C:3]([CH3:5])=[C:2]([C:1]([O:7][CH2:8][CH2:9][CH2:10][O:11][C:12]2[CH:17]=[CH:16][C:15]([CH2:18][CH2:19][O:20][CH:21]3[CH2:26][CH2:25][CH2:24][CH2:23][O:22]3)=[CH:14][CH:13]=2)=[O:6])[CH:41]([C:40]2[CH:43]=[CH:44][CH:45]=[C:38]([N+:35]([O-:37])=[O:36])[CH:39]=2)[C:29]=1[C:30]([O:32][CH3:33])=[O:31]. Procedure: An ω-phenylalkylacetoacetate derivative (2) is reacted with an alkyl β-aminoalkenoate (3) (for example, methyl β-aminocrotonate) and a benzaldehyde derivative of formula 4 under Hantzsch dihydropyridine synthesis conditions (see, e.g., Fox, et al., J. Org. Chem., 16, 1259 (1951)) to form a 4-phenyl-2,6-dialkyl-1,4-dihydropyridine dicarboxylate diester derivative (1). For example, 3-(4-[2-(tetrahydropyran-2-yloxy)ethyl]phenoxy)propyl acetoacetate (2) is reacted with methyl β-aminocrotonate and 3-... Starting materials: [Ag+], CC(C=O)c1ccc(-c2ccc(F)cc2)c(Br)c1, CCO, [K+], O=[N+]([O-])[O-], [OH-], O. Product: CC(C(=O)O)c1ccc(-c2ccc(F)cc2)c(Br)c1. As a reaction SMILES: [Ag+:29].[Br:3][c:4]1[c:5](-[c:14]2[cH:15][cH:16][c:17]([F:20])[cH:18][cH:19]2)[cH:6][cH:7][c:8]([CH:10]([CH:11]=[O:12])[CH3:13])[cH:9]1.[CH3:22][CH2:23][OH:24].[K+:2].[N+:25]([O-:26])([O-:27])=[O:28].[OH-:1].[OH2:21]>>[OH:1][C:11]([CH:10]([c:8]1[cH:7][cH:6][c:5](-[c:14]2[cH:15][cH:16][c:17]([F:20])[cH:18][cH:19]2)[c:4]([Br:3])[cH:9]1)[CH3:13])=[O:12].